From a dataset of the Open Reaction Database (ORD), a public repository of structured organic reaction records. describe an organic reaction: reactants, conditions, products, and yield The reactants are BrCc1ccccc1, O=C([O-])[O-], CC#N, Cc1cc(I)ccc1O, [K+], [K+]. Product: Cc1cc(I)ccc1OCc1ccccc1. RXN SMILES: [Br:10][CH2:11][c:12]1[cH:13][cH:14][cH:15][cH:16][cH:17]1.[C:18](=[O:19])([O-:20])[O-:21].[CH3:24][C:25]#[N:26].[I:1][c:2]1[cH:3][c:4]([CH3:9])[c:5]([OH:8])[cH:6][cH:7]1.[K+:22].[K+:23]>>[I:1][c:2]1[cH:3][c:4]([CH3:9])[c:5]([O:8][CH2:11][c:12]2[cH:13][cH:14][cH:15][cH:16][cH:17]2)[cH:6][cH:7]1. Yields the product CCCCCn1c(=O)n2ncnc2c2[nH]c(Br)nc21. The reactants are O=C1CCC(=O)N1Br, CCCCCn1c(=O)n2ncnc2c2[nH]cnc21, C1CCOC1. Reaction SMILES: [Br:19][N:20]1[C:21](=[O:22])[CH2:23][CH2:24][C:25]1=[O:26].[CH2:1]([CH2:2][CH2:3][CH2:4][CH3:5])[n:6]1[c:7](=[O:18])[n:8]2[c:9]([c:10]3[nH:11][cH:12][n:13][c:14]13)[n:15][cH:16][n:17]2.[CH2:27]1[O:28][CH2:29][CH2:30][CH2:31]1>>[CH2:1]([CH2:2][CH2:3][CH2:4][CH3:5])[n:6]1[c:7](=[O:18])[n:8]2[c:9]([c:10]3[nH:11][c:12]([Br:19])[n:13][c:14]13)[n:15][cH:16][n:17]2. Reactants: NC(C(=O)OCCCCCCCCCCCC)C (Dodecyl 2-aminopropanoate), C([O-])(O)=O.[Na+] (sodium bicarbonate), C(O)CN (ethanol amine). The solvent is Cl.CN(C(C(=O)OCCCCCCCCCCCC)C)C (dodecyl 2-(dimethylamino)propanoate hydrochloride). Reaction conditions: time 12 hour. Product: OCCNC(C(=O)OCCCCCCCCCCCC)C (dodecyl 2-((2-hydroxyethyl)amino)propanoate). The yield is 95.0%. As a reaction SMILES: [NH2:1][CH:2]([CH3:18])[C:3]([O:5][CH2:6][CH2:7][CH2:8][CH2:9][CH2:10][CH2:11][CH2:12][CH2:13][CH2:14][CH2:15][CH2:16][CH3:17])=[O:4].C(=O)(O)[O-].[Na+].[CH2:24]([CH2:26]N)[OH:25]>Cl.CN(C)C(C)C(OCCCCCCCCCCCC)=O>[OH:25][CH2:24][CH2:26][NH:1][CH:2]([CH3:18])[C:3]([O:5][CH2:6][CH2:7][CH2:8][CH2:9][CH2:10][CH2:11][CH2:12][CH2:13][CH2:14][CH2:15][CH2:16][CH3:17])=[O:4] |f:1.2,4.5|. Procedure: To a stirred solution of 3 (1 g, 3.2 mmol) in acetonitrile/water (5:5 mL) was added sodium bicarbonate (0.262 g 3.2 mmol) and followed by ethanol amine (0.5 mL, 0.5 vol) at 25-30° C. The reaction mixture was stirred for 12 h at RT; the reaction was monitored by TLC. The solid obtained in the reaction mixture was filtered under vacuum, the solvent concentrated, diluted with ethyl acetate/water and stirred for 15 minutes at 25-30° C. The aqueous and organic layers were separated, and the aqueous l... Reaction SMILES: [Cl:1][C:2]1[CH:3]=[N:4][CH:5]=[C:6]([Cl:10])[C:7]=1[CH2:8]O.ClC1C=C(OC)C=C(F)C=1C[N:15]1[C:20]2[CH:21]=[CH:22][CH:23]=[CH:24][C:19]=2[S:18](=[O:26])(=[O:25])[N:17]([C:27]2[CH:32]=[CH:31][C:30]([O:33][CH3:34])=[C:29]([O:35][CH3:36])[CH:28]=2)[C:16]1=[O:37]>>[Cl:1][C:2]1[CH:3]=[N:4][CH:5]=[C:6]([Cl:10])[C:7]=1[CH2:8][N:15]1[C:20]2[CH:21]=[CH:22][CH:23]=[CH:24][C:19]=2[S:18](=[O:26])(=[O:25])[N:17]([C:27]2[CH:32]=[CH:31][C:30]([O:33][CH3:34])=[C:29]([O:35][CH3:36])[CH:28]=2)[C:16]1=[O:37]. Yields the product ClC=1C=NC=C(C1CN1C(N(S(C2=C1C=CC=C2)(=O)=O)C2=CC(=C(C=C2)OC)OC)=O)Cl (4-[(3,5-Dichloropyridin-4-yl)methyl]-2-(3,4-dimethoxyphenyl)-2H-1,2,4-benzothiadiazin-3(4H)-one 1,1-dioxide). Procedure details: The title compound (217 mg, 0.44 mmol) was prepared from (IntA1) (167 mg, 0.50 mmol), and 3,5-dichloro-4-hydroxymethylpyridine (133 mg, 0.75 mmol) using the methods of (113). Starting materials: ClC=1C=NC=C(C1CO)Cl (3,5-dichloro-4-hydroxymethylpyridine), ClC1=C(CN2C(N(S(C3=C2C=CC=C3)(=O)=O)C3=CC(=C(C=C3)OC)OC)=O)C(=CC(=C1)OC)F (4-(2-Chloro-6-fluoro-4-methoxybenzyl)-2-(3,4-dimethoxyphenyl)-2H-1,2,4-benzothiadiazin-3(4H)-one 1,1-dioxide). The reactants are C(C)OC(=O)C1CCC(CC1)C1OC2(OC1)CCCCC2 (4-(1,4-dioxaspiro[4.5]decyl)cyclohexylmethanoic acid ethyl ester), C1CCOC1 (THF), [H-].[Al+3].[Li+].[H-].[H-].[H-] (lithium aluminum hydride), C1CCOC1 (THF). Reaction conditions: temperature 0 celsius, time 2 hour. The product is O1C(COC12CCCCC2)C2CCC(CC2)CCO (2-(4-(1,4-dioxaspiro[4,5]decyl)cyclohexyl)ethanol). RXN SMILES: [H-].[Al+3].[Li+].[H-].[H-].[H-].C(O[C:10]([CH:12]1[CH2:17][CH2:16][CH:15]([CH:18]2[CH2:22][O:21][C:20]3([CH2:27][CH2:26][CH2:25][CH2:24][CH2:23]3)[O:19]2)[CH2:14][CH2:13]1)=O)C.C1C[O:31][CH2:30]C1>>[O:19]1[C:20]2([CH2:23][CH2:24][CH2:25][CH2:26][CH2:27]2)[O:21][CH2:22][CH:18]1[CH:15]1[CH2:14][CH2:13][CH:12]([CH2:10][CH2:30][OH:31])[CH2:17][CH2:16]1 |f:0.1.2.3.4.5|. Procedure: Dried THF (100 ml) was added to lithium aluminum hydride (17.6 g, 0.464 mol), followed by cooling the mixture down to 0° C., dropwise adding thereto a 800 ml THF solution of the above 4-(1,4-dioxaspiro[4.5]decyl)cyclohexylmethanoic acid ethyl ester (183.2 g, 0.464 mol), stirring at 0° C. for 3 hours, stirring at room temperature for 2 hours, washing the reaction solution successively with 3N HCl, a saturated aqueous solution of sodium bicarbonate and water, distilling off the solvent, and recrys...